This data is from the Open Reaction Database (ORD), a public repository of structured organic reaction records. The task is: describe an organic reaction: reactants, conditions, products, and yield The reactants are Cl.C(C1=CC=CC=C1)OC(=O)C=1SC2=C(C1C)C=C(C=C2)NN (5-hydrazino-3-methylbenzothiophene-2-carboxylic acid benzyl ester hydrochloride), C(C)(=O)O (acetic acid), CN1CCC(CC1)=O (1-methyl-4-piperidone). The solvent is Cl (HCl). Run at time 3 hour. Yields the product CC1=C(SC=2C1=C1C3=C(NC1=CC2)CCN(C3)C)C(=O)OCC3=CC=CC=C3 (1,9-Dimethyl-2-benzyloxycarbonyl-7,8,9,10-tetrahydrothieno[3,2-e]pyrido[4,3-b]indole). Reaction SMILES: Cl.[CH2:2]([O:9][C:10]([C:12]1[S:13][C:14]2[CH:21]=[CH:20][C:19]([NH:22]N)=[CH:18][C:15]=2[C:16]=1[CH3:17])=[O:11])[C:3]1[CH:8]=[CH:7][CH:6]=[CH:5][CH:4]=1.C(O)(=O)C.[CH3:28][N:29]1[CH2:34][CH2:33][C:32](=O)[CH2:31][CH2:30]1>Cl>[CH3:17][C:16]1[C:15]2=[C:18]3[C:19](=[CH:20][CH:21]=[C:14]2[S:13][C:12]=1[C:10]([O:9][CH2:2][C:3]1[CH:8]=[CH:7][CH:6]=[CH:5][CH:4]=1)=[O:11])[NH:22][C:32]1[CH2:33][CH2:34][N:29]([CH3:28])[CH2:30][C:31]3=1 |f:0.1|. Procedure: 4.5 g of 5-hydrazino-3-methylbenzothiophene-2-carboxylic acid benzyl ester hydrochloride are suspended in a mixture of HCl and glacial acetic acid; after adding 3 ml of 1-methyl-4-piperidone, the reaction mixture is boiled for 3 hours. The solvent is then evaporated off and the residue is adjusted to pH 7.5, and worked up as described under Example 11. Melting point: 174° C. The reactants are COC=1C=C(C(=O)Cl)C=C(C1)OC (3,5-dimethoxybenzoyl chloride), C(C)(C)N(CC)C(C)C (diisopropylethylamine), ClC1=C(C=C(C=C1)N)C(C)=O (2′-chloro-5′-amino-acetophenone), C(C)(C)N(CC)C(C)C (diisopropylethylamine), COC=1C=C(C(=O)Cl)C=C(C1)OC (3,5-dimethoxybenzoyl chloride). The solvent is ClCCl (dichloromethane). Conditions: time 2 hour. The product is C(C)(=O)C=1C=C(C=CC1Cl)NC(C1=CC(=CC(=C1)OC)OC)=O (N-(3-acetyl-4-chlorophenyl)-3,5-dimethoxybenzamide). As a reaction SMILES: [Cl:1][C:2]1[CH:7]=[CH:6][C:5]([NH2:8])=[CH:4][C:3]=1[C:9](=[O:11])[CH3:10].C(N(C(C)C)CC)(C)C.[CH3:21][O:22][C:23]1[CH:24]=[C:25]([CH:29]=[C:30]([O:32][CH3:33])[CH:31]=1)[C:26](Cl)=[O:27]>ClCCl>[C:9]([C:3]1[CH:4]=[C:5]([NH:8][C:26](=[O:27])[C:25]2[CH:29]=[C:30]([O:32][CH3:33])[CH:31]=[C:23]([O:22][CH3:21])[CH:24]=2)[CH:6]=[CH:7][C:2]=1[Cl:1])(=[O:11])[CH3:10]. Procedure: To a magnetically stirred solution of 2′-chloro-5′-amino-acetophenone (0.72 g, 4.2 mmol) in 20 ml of dichloromethane was added diisopropylethylamine (2.2 ml, 12.6 mmol). 3,5-dimethoxybenzoyl chloride (1.39 g, 6.9 mmol) in a single portion. The reaction was stirred for 2 h at room temperature, and a second portion of 3,5-dimethoxybenzoyl chloride (1.26 g, 6.3 mmol) was added, followed by diisopropylethylamine (1.0 ml, 5.7 mmol). The resulting solution was stirred an additional 3 h, and then quenc... The reactants are C(C1=CC=CC=C1)OC1OC2=C(NC1=O)C=CC=C2C(C(O)OCC)=O (benzyloxy-8-(2-ethoxy-2-hydroxyacetyl)-4H-benzo[1,4]oxazin-3-one), FC1=C(C=C(C=C1)CC(C)(C)N)C (2-(4-fluoro-3-methylphenyl)-1,1-dimethylethylamine), Cl (hydrochloride). Reaction SMILES: C(O[CH:9]1[C:14](=[O:15])[NH:13][C:12]2[CH:16]=[CH:17][CH:18]=[C:19]([C:20](=[O:26])[CH:21](OCC)O)[C:11]=2[O:10]1)C1C=CC=CC=1.[F:27][C:28]1[CH:33]=[CH:32][C:31]([CH2:34][C:35]([NH2:38])([CH3:37])[CH3:36])=[CH:30][C:29]=1[CH3:39].Cl>>[CH2:20]([O:26][C:17]1[CH:18]=[C:19]([CH:20]([OH:26])[CH2:21][NH:38][C:35]([CH3:36])([CH3:37])[CH2:34][C:31]2[CH:32]=[CH:33][C:28]([F:27])=[C:29]([CH3:39])[CH:30]=2)[C:11]2[O:10][CH2:9][C:14](=[O:15])[NH:13][C:12]=2[CH:16]=1)[C:19]1[CH:11]=[CH:12][CH:16]=[CH:17][CH:18]=1. Product: C(C1=CC=CC=C1)OC=1C=C(C2=C(NC(CO2)=O)C1)C(CNC(CC1=CC(=C(C=C1)F)C)(C)C)O (6-benzyloxy-8-{2-[2-(4-fluoro-3-methylphenyl)-1,1-dimethylethylamino]-1-hydroxyethyl}-4H-benzo[1,4]oxazin-3-one). Procedure: 1.10 g (3.1 mmol) of benzyloxy-8-(2-ethoxy-2-hydroxyacetyl)-4H-benzo[1,4]oxazin-3-one and 0.50 g (2.8 mmol) of 2-(4-fluoro-3-methylphenyl)-1,1-dimethylethylamine are reacted and worked up analogously to the method for Example 8(d). White solid. Yield: 0.75 g (47%, hydrochloride); melting point 228° C.-230° C. Starting materials: ClC1=NC(=NC(=C1)Cl)SCC(=O)OCC ((4,6-dichloro-2-pyrimidinylthio) acetic acid, ethyl ester), C([O-])([O-])=O.[Na+].[Na+] (sodium carbonate), N (ammonia). The product is C(C)OC(CSC1=NC(=CC(=N1)N)Cl)=O ((4-Amino-6-chloro-2-pyrimidinylthio)acetic acid ethyl ester). Reaction SMILES: [Cl:1][C:2]1[CH:7]=[C:6](Cl)[N:5]=[C:4]([S:9][CH2:10][C:11]([O:13][CH2:14][CH3:15])=[O:12])[N:3]=1.C(=O)([O-])[O-].[Na+].[Na+].[NH3:22]>>[CH2:14]([O:13][C:11](=[O:12])[CH2:10][S:9][C:4]1[N:5]=[C:6]([NH2:22])[CH:7]=[C:2]([Cl:1])[N:3]=1)[CH3:15] |f:1.2.3|. Procedure: A mixture of 10.7 g of (4,6-dichloro-2-pyrimidinylthio) acetic acid, ethyl ester and 4.2 g of sodium carbonate in 150 ml. of saturated ethanolic ammonia solution was stirred at room temperature for 1 week. The reaction mixture was filtered and petroleum ether was added to the filtrate until a precipitate was formed. The precipitate was recrystallized from petroleum ether-ethanol to give 1.2 g of product, mp. 113°-116°C. Starting materials: CC(=O)OC1CSC(Oc2ccc([N+](=O)[O-])cc2)C(OC(C)=O)C1OC(C)=O, CC(=O)OC(C)=O. Product: CC(=O)Nc1ccc(OC2SCC(OC(C)=O)C(OC(C)=O)C2OC(C)=O)cc1. Reaction SMILES: [C:1]([CH3:2])(=[O:3])[O:4][CH:5]1[CH:6]([O:7][c:8]2[cH:9][cH:10][c:11]([N+:14]([O-:15])=[O:16])[cH:12][cH:13]2)[S:17][CH2:18][CH:19]([O:25][C:26]([CH3:27])=[O:28])[CH:20]1[O:21][C:22]([CH3:23])=[O:24].[CH3:29][C:30](=[O:31])[O:32][C:33](=[O:34])[CH3:35]>>[C:1]([CH3:2])(=[O:3])[O:4][CH:5]1[CH:6]([O:7][c:8]2[cH:9][cH:10][c:11]([NH:14][C:30]([CH3:29])=[O:31])[cH:12][cH:13]2)[S:17][CH2:18][CH:19]([O:25][C:26]([CH3:27])=[O:28])[CH:20]1[O:21][C:22]([CH3:23])=[O:24]. The reactants are S(=O)(Cl)Cl (Thionyl chloride), C[C@H]1C[C@@H](NCC1)C(=O)O ((2R,4R)-4-methyl-2-piperidinecarboxylic acid), C(C)O (ethyl alcohol). Conditions: time 1 hour. Yields the product C[C@H]1C[C@@H](NCC1)C(=O)OCC (ethyl (2R,4R)-4-methyl-2-piperidinecarboxylate). As a reaction SMILES: S(Cl)(Cl)=O.[CH3:5][C@@H:6]1[CH2:11][CH2:10][NH:9][C@@H:8]([C:12]([OH:14])=[O:13])[CH2:7]1.[CH2:15](O)[CH3:16]>>[CH3:5][C@@H:6]1[CH2:11][CH2:10][NH:9][C@@H:8]([C:12]([O:14][CH2:15][CH3:16])=[O:13])[CH2:7]1. Procedure: Thionyl chloride (128.6 g) added dropwise to a stirred suspension of (2R,4R)-4-methyl-2-piperidinecarboxylic acid (51.6 g) in absolute ethyl alcohol (690 ml) below 30° C. and stirring continued for 1 hr. at room temperature and then for 1 hr. under reflux. After evaporation of the solvent, the residue was dissolved in benzene (500 ml), washed with 5% K2CO3 solution (100 ml) and saturated NaCl solution (200 ml), and dried over anhydrous Na2SO4. Upon evaporation of benzene, the residue was distill... The reactants are C(C)(C)(C)OC(NCCNC1=C(C=NC2=CC=CC=C12)N)=O (tert-butyl[2-(3-aminoquinolin-4-ylamino)ethyl]carbamate), ClCC(=O)Cl (chloroacetyl chloride). Yields the product C(C)(C)(C)OC(NCCN1C(=NC=2C=NC=3C=CC=CC3C21)CCl)=O (tert-butyl[2-(2-chloromethyl-1H-imidazo[4,5-c]quinolin-1-yl)ethyl]carbamate). The yield is 72.0%. As a reaction SMILES: [C:1]([O:5][C:6](=[O:22])[NH:7][CH2:8][CH2:9][NH:10][C:11]1[C:20]2[C:15](=[CH:16][CH:17]=[CH:18][CH:19]=2)[N:14]=[CH:13][C:12]=1[NH2:21])([CH3:4])([CH3:3])[CH3:2].[Cl:23][CH2:24][C:25](Cl)=O>>[C:1]([O:5][C:6](=[O:22])[NH:7][CH2:8][CH2:9][N:10]1[C:11]2[C:20]3[CH:19]=[CH:18][CH:17]=[CH:16][C:15]=3[N:14]=[CH:13][C:12]=2[N:21]=[C:25]1[CH2:24][Cl:23])([CH3:4])([CH3:2])[CH3:3]. Procedure details: Using the general method of Example 5 Part A, tert-butyl[2-(3-aminoquinolin-4-ylamino)ethyl]carbamate (43.5 g, 144 mmol) was reacted with chloroacetyl chloride (17.72 g, 158 mmol) to provide 37.39 g of tert-butyl[2-(2-chloromethyl-1H-imidazo[4,5-c]quinolin-1-yl)ethyl]carbamate.